This data is from the Open Reaction Database (ORD), a public repository of structured organic reaction records. The task is: describe an organic reaction: reactants, conditions, products, and yield Starting materials: Cl (HCl), C(=C)(C)N1C(N(C2=C1C=CC=C2)CC=2C1=C(SC2)C=CC=C1C)=O (1-Isopropenyl-3-(4-methyl-benzo[b]thiophen-3-ylmethyl)-1,3-dihydro-benzimidazol-2-one), O1CCOCC1 (1,4-dioxane), O (water), O (water). Solvent: CO (methanol), C(Cl)Cl (CH2Cl2). Conditions: temperature 65 celsius. Product: CC1=CC=CC=2SC=C(C21)CN2C(NC1=C2C=CC=C1)=O (1-(4-methyl-benzo[b]thiophen-3-ylmethyl)-1,3-dihydro-benzimidazol-2-one). Yield: 100.1%. RXN SMILES: C([N:4]1[C:8]2[CH:9]=[CH:10][CH:11]=[CH:12][C:7]=2[N:6]([CH2:13][C:14]2[C:15]3[C:22]([CH3:23])=[CH:21][CH:20]=[CH:19][C:16]=3[S:17][CH:18]=2)[C:5]1=[O:24])(C)=C.O1CCOCC1.O.Cl>CO.C(Cl)Cl>[CH3:23][C:22]1[C:15]2[C:14]([CH2:13][N:6]3[C:7]4[CH:12]=[CH:11][CH:10]=[CH:9][C:8]=4[NH:4][C:5]3=[O:24])=[CH:18][S:17][C:16]=2[CH:19]=[CH:20][CH:21]=1. Reported procedure: 1-Isopropenyl-3-(4-methyl-benzo[b]thiophen-3-ylmethyl)-1,3-dihydro-benzimidazol-2-one (630 mg, 1.9 mmol) is dissolved in methanol (2.0 mL), 1,4-dioxane (10 mL) and water (2.0 mL). Then 37% HCl (1.6 mL) is added and the reaction mixture is heated at 65° C. for 6 hr. A white solid is formed during the heating. Then water (80 mL) and CH2Cl2 (80 mL) are added. The organic layer is separated and the aqueous layer is extracted with CH2Cl2 (3×50 mL). The organic layers are combined, washed with Sat. Na... Reactants: CCOC(=O)C=CC=CC1CCN(C(=O)OC(C)(C)C)CC1, CCO. Yields the product CC(C)(C)OC(=O)N1CCC(C=CC=CC(=O)O)CC1. Reaction SMILES: [CH2:1]([CH3:2])[O:3][C:4]([CH:5]=[CH:6][CH:7]=[CH:8][CH:9]1[CH2:10][CH2:11][N:12]([C:15](=[O:16])[O:17][C:18]([CH3:19])([CH3:20])[CH3:21])[CH2:13][CH2:14]1)=[O:22].[CH3:23][CH2:24][OH:25]>>[O:3]=[C:4]([CH:5]=[CH:6][CH:7]=[CH:8][CH:9]1[CH2:10][CH2:11][N:12]([C:15](=[O:16])[O:17][C:18]([CH3:19])([CH3:20])[CH3:21])[CH2:13][CH2:14]1)[OH:22]. Reactants: CO, CC(=O)O, CS(=O)(=O)Nn1c(=O)[nH]c2cc([N+](=O)[O-])c(-n3ccc(C=O)c3)cc2c1=O. Product: CS(=O)(=O)Nn1c(=O)[nH]c2cc([N+](=O)[O-])c(-n3ccc(CO)c3)cc2c1=O. Reaction SMILES: [CH3:28][OH:29].[CH3:30][C:31](=[O:32])[OH:33].[CH:1](=[O:2])[c:3]1[cH:4][n:5](-[c:8]2[cH:9][c:10]3[c:11](=[O:27])[n:12]([NH:22][S:23](=[O:24])(=[O:25])[CH3:26])[c:13](=[O:21])[nH:14][c:15]3[cH:16][c:17]2[N+:18](=[O:19])[O-:20])[cH:6][cH:7]1>>[CH2:1]([OH:2])[c:3]1[cH:4][n:5](-[c:8]2[cH:9][c:10]3[c:11](=[O:27])[n:12]([NH:22][S:23](=[O:24])(=[O:25])[CH3:26])[c:13](=[O:21])[nH:14][c:15]3[cH:16][c:17]2[N+:18](=[O:19])[O-:20])[cH:6][cH:7]1. Starting materials: C(#N)C=1C=CC2=C(S(C3=C(C=C2)C=C(C=C3)[N+](=O)[O-])(=O)=O)C1 (3-cyano-8-nitrodibenzo[b,f]thiepin-5,5-dioxide), [OH-].[Na+] (sodium hydroxide), amino, Cl (hydrochloric acid), stannous chloride dihydrate. The solvent is O1CCCC1 (tetrahydrofuran). Yields the product NC=1C=CC2=C(C=CC3=C(S2(=O)=O)C=C(C=C3)C#N)C1 (8-Amino-3-cyanodibenzo[b,f]thiepin-5,5-dioxide). Reaction SMILES: [C:1]([C:3]1[CH:4]=[CH:5][C:6]2[CH:12]=[CH:11][C:10]3[CH:13]=[C:14]([N+:17]([O-])=O)[CH:15]=[CH:16][C:9]=3[S:8](=[O:21])(=[O:20])[C:7]=2[CH:22]=1)#[N:2].Cl.[OH-].[Na+]>O1CCCC1>[NH2:17][C:14]1[CH:15]=[CH:16][C:9]2[S:8](=[O:21])(=[O:20])[C:7]3[CH:22]=[C:3]([C:1]#[N:2])[CH:4]=[CH:5][C:6]=3[CH:12]=[CH:11][C:10]=2[CH:13]=1 |f:2.3|. Procedure: 875 Mg. 3-cyano-8-nitrodibenzo[b,f]thiepin-5,5-dioxide are dissolved in 105 cc. tetrahydrofuran. 15 CC. concentrated hydrochloric acid is added, followed by 3.8 g. stannous chloride dihydrate and the mixture is stirred for 24 hours. A solution of 20% sodium hydroxide is added, the mixture is shaken and the organic layer separated; the aqueous phase extracted once with ethyl acetate. The combined organic extracts are dried over sodium sulfate and evaporated to dryness. The residue is chromatograp... Reactants: Brc1ccccc1, [Mg], C1CCOC1, CCOCC, O=Cc1ccc2cccnc2c1. Yields the product OC(c1ccccc1)c1ccc2cccnc2c1. As a reaction SMILES: [Br:7][c:8]1[cH:9][cH:10][cH:11][cH:12][cH:13]1.[Mg:1].[O:26]1[CH2:27][CH2:28][CH2:29][CH2:30]1.[O:2]([CH2:3][CH3:4])[CH2:5][CH3:6].[n:14]1[cH:15][cH:16][cH:17][c:18]2[cH:19][cH:20][c:21]([CH:24]=[O:25])[cH:22][c:23]12>>[c:8]1([CH:24]([c:21]2[cH:20][cH:19][c:18]3[cH:17][cH:16][cH:15][n:14][c:23]3[cH:22]2)[OH:25])[cH:9][cH:10][cH:11][cH:12][cH:13]1. Reactants: CC(C)C(=O)Nc1cccc(C2CCNCC2)c1, COc1ccc(CCCO)cc1OC. Product: COc1ccc(CCCN2CCC(c3cccc(NC(=O)C(C)C)c3)CC2)cc1OC. RXN SMILES: [CH3:15][CH:16]([C:17](=[O:18])[NH:19][c:20]1[cH:21][c:22]([CH:26]2[CH2:27][CH2:28][NH:29][CH2:30][CH2:31]2)[cH:23][cH:24][cH:25]1)[CH3:32].[CH3:1][O:2][c:3]1[cH:4][c:5]([CH2:11][CH2:12][CH2:13][OH:14])[cH:6][cH:7][c:8]1[O:9][CH3:10]>>[CH3:1][O:2][c:3]1[cH:4][c:5]([CH2:11][CH2:12][CH2:13][N:29]2[CH2:28][CH2:27][CH:26]([c:22]3[cH:21][c:20]([NH:19][C:17]([CH:16]([CH3:15])[CH3:32])=[O:18])[cH:25][cH:24][cH:23]3)[CH2:31][CH2:30]2)[cH:6][cH:7][c:8]1[O:9][CH3:10]. The reactants are COC(=O)NC(CCC(F)(F)F)C(=O)OC, COC1=NC(C(C)C)C(OC)=NC1CCC(F)(F)F, Cl. Product: COC(=O)C(N)CCC(F)(F)F. Reaction SMILES: [CH3:1][O:2][C:3]([CH:4]([CH2:5][CH2:6][C:7]([F:8])([F:9])[F:10])[NH:11][C:12]([O:13][CH3:14])=[O:15])=[O:16].[CH:17]([CH:18]1[C:19]([O:20][CH3:21])=[N:22][CH:23]([CH2:24][CH2:25][C:26]([F:27])([F:28])[F:29])[C:30]([O:31][CH3:32])=[N:33]1)([CH3:34])[CH3:35].[ClH:36]>>[CH3:1][O:2][C:3]([CH:4]([CH2:5][CH2:6][C:7]([F:8])([F:9])[F:10])[NH2:11])=[O:16].